Dataset: the Open Reaction Database (ORD), a public repository of structured organic reaction records. Task: describe an organic reaction: reactants, conditions, products, and yield The reactants are ClC=1C=C(COC=2C=C(C=CC2)[C@@H](COC=2C=C(C#N)C=CC2F)O)C=CC1Cl (3-{(S)-2-[3-(3,4-Dichloro-benzyloxy)-phenyl]-2-hydroxy-ethoxy}-4-fluoro-benzonitrile), [H-].[Na+] (sodium hydride). The solvent is CN1CCCC1=O.COCCOCCOC (NMP diglyme), CN1CCCC1=O.COCCOCCOC (NMP diglyme). Reaction conditions: temperature 150 celsius, time 15 minute. Yields the product ClC=1C=C(COC=2C=C(C=CC2)[C@H]2COC3=C(O2)C=CC(=C3)C#N)C=CC1Cl ((S)-2-[3-(3,4-Dichloro-benzyloxy)-phenyl]-2,3-dihydro-benzo[1,4]dioxine-6-carbonitrile). As a reaction SMILES: [Cl:1][C:2]1[CH:3]=[C:4]([CH:26]=[CH:27][C:28]=1[Cl:29])[CH2:5][O:6][C:7]1[CH:8]=[C:9]([C@H:13]([OH:25])[CH2:14][O:15][C:16]2[CH:17]=[C:18]([CH:21]=[CH:22][C:23]=2F)[C:19]#[N:20])[CH:10]=[CH:11][CH:12]=1.[H-].[Na+]>CN1C(=O)CCC1.COCCOCCOC>[Cl:1][C:2]1[CH:3]=[C:4]([CH:26]=[CH:27][C:28]=1[Cl:29])[CH2:5][O:6][C:7]1[CH:8]=[C:9]([C@@H:13]2[O:25][C:23]3[CH:22]=[CH:21][C:18]([C:19]#[N:20])=[CH:17][C:16]=3[O:15][CH2:14]2)[CH:10]=[CH:11][CH:12]=1 |f:1.2,3.4|. Procedure: 3-{(S)-2-[3-(3,4-Dichloro-benzyloxy)-phenyl]-2-hydroxy-ethoxy}-4-fluoro-benzonitrile (13.0 g) was dissolved in 130 mL of anhydrous NMP:diglyme (1:9) solution under nitrogen and heated to 150° C. A suspension of sodium hydride (1.2 g of 60% NaH in mineral oil) in 26 mL of anhydrous NMP:diglyme (1:9) was added all at once via cannula while stirring. After 15 minutes, the reaction was removed from heating, cooled 5 minutes, and then poured into a mixture of ice, 0.5 L EtOAc, and 0.25 L 1 N HCl. The... The product is COc1cc(NC(C)=O)c(Br)cc1C(=O)Nc1cccc2c1CCN(C)C2. As a reaction SMILES: [C:13]([CH3:14])(=[O:15])[NH:16][c:17]1[cH:18][c:19]([O:27][CH3:28])[c:20]([C:21](=[O:22])[OH:23])[cH:24][c:25]1[Br:26].[NH2:1][c:2]1[c:3]2[c:8]([cH:9][cH:10][cH:11]1)[CH2:7][N:6]([CH3:12])[CH2:5][CH2:4]2>>[NH:1]([c:2]1[c:3]2[c:8]([cH:9][cH:10][cH:11]1)[CH2:7][N:6]([CH3:12])[CH2:5][CH2:4]2)[C:21]([c:20]1[c:19]([O:27][CH3:28])[cH:18][c:17]([NH:16][C:13]([CH3:14])=[O:15])[c:25]([Br:26])[cH:24]1)=[O:22]. Starting materials: COc1cc(NC(C)=O)c(Br)cc1C(=O)O, CN1CCc2c(N)cccc2C1.